Dataset: the Open Reaction Database (ORD), a public repository of structured organic reaction records. Task: describe an organic reaction: reactants, conditions, products, and yield The reactants are FC(C1=NC(=C(C(=C1C(=O)OCC)CCC)C(=O)OCC)C(F)(F)F)F (diethyl 2-(difluoromethyl)-4-n-propyl-6-(trifluoromethyl)-3,5-pyridinedicarboxylat), [OH-].[K+] (KOH). Run in CO (methanol). Product: C(CC)C1=C(C=NC(=C1C(=O)O)C(F)(F)F)C(=O)O (4-n-propyl-6-(trifluoromethyl)-3,5-pyridinedicarboxylic acid). The yield is 28.9%. Reaction SMILES: FC(F)[C:3]1[C:8]([C:9]([O:11]CC)=[O:10])=[C:7]([CH2:14][CH2:15][CH3:16])[C:6]([C:17]([O:19]CC)=[O:18])=[C:5]([C:22]([F:25])([F:24])[F:23])[N:4]=1.[OH-].[K+]>CO>[CH2:14]([C:7]1[C:6]([C:17]([OH:19])=[O:18])=[C:5]([C:22]([F:23])([F:24])[F:25])[N:4]=[CH:3][C:8]=1[C:9]([OH:11])=[O:10])[CH2:15][CH3:16] |f:1.2|. Procedure details: A mixture of 20.1 g (0.0525 mole) of the product of Example 13, 11.4 g of 85% KOH, and 100 ml of methanol is held at reflux for 19 hours and concentrated. The residue is treated with 200 ml of water and extracted with ether. The aqueous layer is separated and acidified with 30 ml of concentrated HCl. The oily precipitate is extracted into ether and the ether extract is dried and concentrated. The residue is recrystallized from chloroform to give 4.2 g (24%) of the desired product, m.p. 235.5°-23... Reactants: OC=1C=C2C[C@H](CC2=CC1)NS(=O)(=O)C(C)C (N-[(2S)-5-hydroxy-2,3-dihydro-1H-inden-2-yl]-2-propanesulfonamide), N1=CC(=CC=C1)CO (3-pyridinylmethanol), ClCCl (dichloromethane), C1(=CC=CC=C1)P(C1=CC=CC=C1)C1=CC=CC=C1 (Triphenylphosphine), N(=NC(=O)OC(C)C)C(=O)OC(C)C (diisopropyl azodicarboxylate). Yields the product Cl.N1=CC(=CC=C1)COC=1C=C2C[C@H](CC2=CC1)NS(=O)(=O)C(C)C (N-{(2S)-5-[(3-pyridinylmethyl)oxy]-2,3-dihydro-1H-inden-2-yl}-2-propanesulfonamide, hydrochloride). RXN SMILES: [OH:1][C:2]1[CH:3]=[C:4]2[C:8](=[CH:9][CH:10]=1)[CH2:7][C@H:6]([NH:11][S:12]([CH:15]([CH3:17])[CH3:16])(=[O:14])=[O:13])[CH2:5]2.[N:18]1[CH:23]=[CH:22][CH:21]=[C:20]([CH2:24]O)[CH:19]=1.C1(P(C2C=CC=CC=2)C2C=CC=CC=2)C=CC=CC=1.N(C(OC(C)C)=O)=NC(OC(C)C)=O.[Cl:59]CCl>>[ClH:59].[N:18]1[CH:23]=[CH:22][CH:21]=[C:20]([CH2:24][O:1][C:2]2[CH:3]=[C:4]3[C:8](=[CH:9][CH:10]=2)[CH2:7][C@H:6]([NH:11][S:12]([CH:15]([CH3:17])[CH3:16])(=[O:14])=[O:13])[CH2:5]3)[CH:19]=1 |f:5.6|. Procedure: A mixture of N-[(2S)-5-hydroxy-2,3-dihydro-1H-inden-2-yl]-2-propanesulfonamide (120 mg, 0.470 mmol, Description 3) and 3-pyridinylmethanol (51.3 mg, 0.470 mmol) in dichloromethane (10 ml) was stirred under argon at room temperature. Triphenylphosphine (123 mg, 0.470 mmol) and diisopropyl azodicarboxylate (0.091 ml, 0.470 mmol) were then successively added. The resulting mixture was stirred at room temperature under argon for 16 hours. The reaction mixture was washed with water, dried over sodium... Reactants: COc1cc2ncnc(N3CCC(CI)CC3)c2cc1OC, CC1=NS(=O)(=O)NC=C1, CCCC[N+](CCCC)(CCCC)CCCC, CCOC(C)=O, [F-]. Yields the product COc1cc2ncnc(N3CCC(CN4C=CC(C)=NS4(=O)=O)CC3)c2cc1OC. As a reaction SMILES: [CH3:10][O:11][c:12]1[cH:13][c:14]2[c:15]([N:24]3[CH2:25][CH2:26][CH:27]([CH2:30][I:31])[CH2:28][CH2:29]3)[n:16][cH:17][n:18][c:19]2[cH:20][c:21]1[O:22][CH3:23].[CH3:1][C:2]1=[N:3][S:4](=[O:8])(=[O:9])[NH:5][CH:6]=[CH:7]1.[CH3:33][CH2:34][CH2:35][CH2:36][N+:37]([CH2:38][CH2:39][CH2:40][CH3:41])([CH2:42][CH2:43][CH2:44][CH3:45])[CH2:46][CH2:47][CH2:48][CH3:49].[CH3:50][CH2:51][O:52][C:53](=[O:54])[CH3:55].[F-:32]>>[CH3:1][C:2]1=[N:3][S:4](=[O:8])(=[O:9])[N:5]([CH2:30][CH:27]2[CH2:26][CH2:25][N:24]([c:15]3[c:14]4[cH:13][c:12]([O:11][CH3:10])[c:21]([O:22][CH3:23])[cH:20][c:19]4[n:18][cH:17][n:16]3)[CH2:29][CH2:28]2)[CH:6]=[CH:7]1. Reactants: [OH-].[Na+] (Sodium hydroxide), aqueous solution, O=C1N(C2=CC(=CC=C2C=C1)OC(F)(F)F)CC(=O)OC (Methyl 2-(2-oxo-7-(trifluoromethoxy)quinolin-1(2H)-yl)acetate). The solvent is C(C)(=O)OCC (ethyl acetate), C1CCOC1 (THF). Conditions: temperature 60 celsius, time 2 hour. Product: O=C1N(C2=CC(=CC=C2C=C1)OC(F)(F)F)CC(=O)O (2-(2-oxo-7-(trifluoromethoxy)quinolin-1(2H)-yl)acetic acid). RXN SMILES: [O:1]=[C:2]1[CH:11]=[CH:10][C:9]2[C:4](=[CH:5][C:6]([O:12][C:13]([F:16])([F:15])[F:14])=[CH:7][CH:8]=2)[N:3]1[CH2:17][C:18]([O:20]C)=[O:19].[OH-].[Na+]>C1COCC1.C(OCC)(=O)C>[O:1]=[C:2]1[CH:11]=[CH:10][C:9]2[C:4](=[CH:5][C:6]([O:12][C:13]([F:15])([F:14])[F:16])=[CH:7][CH:8]=2)[N:3]1[CH2:17][C:18]([OH:20])=[O:19] |f:1.2|. Procedure: Methyl 2-(2-oxo-7-(trifluoromethoxy)quinolin-1(2H)-yl)acetate (0.49 g, 1.62 mmol) was dissolved in THF (4 mL). Sodium hydroxide (1.08 mL of a 3 N aqueous solution, 3.25 mmol) was added and the reaction mixture was stirred 60° C. for 2 h. The resulting solution was diluted with ethyl acetate and washed with water. The aqueous phase was separated, adjusted to pH 2 with aqueous HCl and extracted with ethyl acetate. The organic phase was separated, dried (Na2SO4), filtered and concentrated under vac... Starting materials: NC=1C=C2C(=CNC2=CC1)C1CCN(CC1)C (5-amino-3-(1-methyl-piperidin-4-yl)-1H-indole), C(C1=CC=CC=C1)N=C=O (benzyl isocyanate). Yields the product C(C1=CC=CC=C1)NC(=O)NC=1C=C2C(=CNC2=CC1)C1CCN(CC1)C (N-benzyl-N'-(3-(1-methylpiperidin-4-yl)-1H-indol-5-yl)urea). Yield: 39.6%. RXN SMILES: [NH2:1][C:2]1[CH:3]=[C:4]2[C:8](=[CH:9][CH:10]=1)[NH:7][CH:6]=[C:5]2[CH:11]1[CH2:16][CH2:15][N:14]([CH3:17])[CH2:13][CH2:12]1.[CH2:18]([N:25]=[C:26]=[O:27])[C:19]1[CH:24]=[CH:23][CH:22]=[CH:21][CH:20]=1>>[CH2:18]([NH:25][C:26]([NH:1][C:2]1[CH:3]=[C:4]2[C:8](=[CH:9][CH:10]=1)[NH:7][CH:6]=[C:5]2[CH:11]1[CH2:16][CH2:15][N:14]([CH3:17])[CH2:13][CH2:12]1)=[O:27])[C:19]1[CH:24]=[CH:23][CH:22]=[CH:21][CH:20]=1. Procedure: Beginning with 15.0 mg (0.0655 mMol) 5-amino-3-(1-methyl-piperidin-4-yl)-1H-indole and 11.32 mg (0.0852 mMol) benzyl isocyanate, 9.4 mg of the title compound were recovered. Starting materials: ClCCl, [K+], [K+], O=C([O-])[O-], O=C1OCCC1O, Cc1ccc(S(=O)(=O)Cl)cc1. The product is Cc1ccc(S(=O)(=O)OC2CCOC2=O)cc1. As a reaction SMILES: [Cl:25][CH2:26][Cl:27].[K+:19].[K+:20].[O-:21][C:22]([O-:23])=[O:24].[OH:1][CH:2]1[C:3](=[O:4])[O:5][CH2:6][CH2:7]1.[S:8](=[O:9])(=[O:10])([c:11]1[cH:12][cH:13][c:14]([CH3:15])[cH:16][cH:17]1)[Cl:18]>>[O:1]([CH:2]1[C:3](=[O:4])[O:5][CH2:6][CH2:7]1)[S:8](=[O:9])(=[O:10])[c:11]1[cH:12][cH:13][c:14]([CH3:15])[cH:16][cH:17]1. The reactants are C(C1=CC=CC=C1)OC([C@@H](N(C(CCCC)=O)CC1=CC=C(C=C1)C1=C(C=CC=C1)C#N)C(C)C)=O (N-[(2′-cyanobiphenyl-4-yl)methyl]-N-valeryl-(L)-valine benzyl ester), C(CCC)[Sn](CCCC)(CCCC)N=[N+]=[N-] (tributyltin azide). The product is CCCCC(=O)N(CC1=CC=C(C=C1)C2=CC=CC=C2C3=NNN=N3)[C@@H](C(C)C)C(=O)OCC4=CC=CC=C4 (valsartan benzyl ester). RXN SMILES: [CH2:1]([O:8][C:9](=[O:36])[C@H:10]([CH:33]([CH3:35])[CH3:34])[N:11]([CH2:18][C:19]1[CH:24]=[CH:23][C:22]([C:25]2[CH:30]=[CH:29][CH:28]=[CH:27][C:26]=2[C:31]#[N:32])=[CH:21][CH:20]=1)[C:12](=[O:17])[CH2:13][CH2:14][CH2:15][CH3:16])[C:2]1[CH:7]=[CH:6][CH:5]=[CH:4][CH:3]=1.C([Sn]([N:50]=[N+:51]=[N-:52])(CCCC)CCCC)CCC>>[CH3:16][CH2:15][CH2:14][CH2:13][C:12]([N:11]([C@H:10]([C:9]([O:8][CH2:1][C:2]1[CH:7]=[CH:6][CH:5]=[CH:4][CH:3]=1)=[O:36])[CH:33]([CH3:35])[CH3:34])[CH2:18][C:19]1[CH:20]=[CH:21][C:22]([C:25]2[C:26]([C:31]3[N:52]=[N:51][NH:50][N:32]=3)=[CH:27][CH:28]=[CH:29][CH:30]=2)=[CH:23][CH:24]=1)=[O:17]. Reported procedure: L-valine benzyl ester hydrochoride is N-alkylated with 4-bromomethyl-2′-cyanobiphenyl, the product 4-[(2′-cyanobiphenyl-4-yl)methyl]-(L)-valine benzyl ester so formed is N-acylated with valeryl chloride to give N-[(2′-cyanobiphenyl-4-yl)methyl]-N-valeryl-(L)-valine benzyl ester. N-[(2′-cyanobiphenyl-4-yl)methyl]-N-valeryl-(L)-valine benzyl ester is treated with tributyltin azide to give valsartan benzyl ester. Valsartan benzyl ester is subjected to catalytic hydrogenation using for example palla... Starting materials: C1CCC2OC2C1, NCc1ccccc1. The product is OC1CCCCC1NCc1ccccc1. RXN SMILES: [CH:1]12[CH:2]([CH2:3][CH2:4][CH2:5][CH2:6]1)[O:7]2.[NH2:8][CH2:9][c:10]1[cH:11][cH:12][cH:13][cH:14][cH:15]1>>[CH:1]1([OH:7])[CH:2]([NH:8][CH2:9][c:10]2[cH:11][cH:12][cH:13][cH:14][cH:15]2)[CH2:3][CH2:4][CH2:5][CH2:6]1. Starting materials: C(C1=CC=CC=C1)OC1CC(C1)(C(=O)O)NC(=O)OC(C)(C)C (1-benzyloxy-3-(tert-butoxycarbonylamino)cyclobutane-3-carboxylic acid), C(C)C(C(=O)[O-])C(=O)[O-].[Mg+2] (magnesium ethylmalonate), ice, C1=CN(C=N1)C(=O)N2C=CN=C2 (N,N-carbonyldiimidazole), ice, C(CC(O)(C(=O)O)CC(=O)O)(=O)O (citric acid). The solvent is O1CCCC1 (tetrahydrofuran), O1CCCC1 (tetrahydrofuran), C(C)(=O)OCC (ethyl acetate). Product: C(C1=CC=CC=C1)OC1CC(C1)(NC(=O)OC(C)(C)C)C(CC(=O)OCC)=O (Ethyl 3-[1-benzyloxy-3-(tert-butoxycarbonylamino)cyclobutan-3-yl]-3-oxopropionate). Isolated yield 85.8%. As a reaction SMILES: [CH2:1]([O:8][CH:9]1[CH2:12][C:11]([NH:16][C:17]([O:19][C:20]([CH3:23])([CH3:22])[CH3:21])=[O:18])([C:13](O)=[O:14])[CH2:10]1)[C:2]1[CH:7]=[CH:6][CH:5]=[CH:4][CH:3]=1.C1N=CN(C(N2C=N[CH:33]=[CH:32]2)=O)C=1.C([CH:38](C([O-])=O)[C:39]([O-:41])=[O:40])C.[Mg+2].C(O)(=O)CC(CC(O)=O)(C(O)=O)O>O1CCCC1.C(OCC)(=O)C>[CH2:1]([O:8][CH:9]1[CH2:10][C:11]([C:13](=[O:14])[CH2:38][C:39]([O:41][CH2:32][CH3:33])=[O:40])([NH:16][C:17]([O:19][C:20]([CH3:21])([CH3:23])[CH3:22])=[O:18])[CH2:12]1)[C:2]1[CH:7]=[CH:6][CH:5]=[CH:4][CH:3]=1 |f:2.3|. Procedure details: A 37.24 g (115.7 mmol) portion of 1-benzyloxy-3-(tert-butoxycarbonylamino)cyclobutane-3-carboxylic acid was dissolved in 300 ml of tetrahydrofuran to which, while cooling in an ice bath with stirring, was added 20.63 g (127.2 mmol) of N,N-carbonyldiimidazole. After 10 minutes of stirring, the ice bath was detached and the reaction mixture was stirred at room temperature for 3 hours. To the reaction solution which was cooled in an ice bath with stirring was added dropwise 200 ml of tetrahydrofura...